From a dataset of the Open Reaction Database (ORD), a public repository of structured organic reaction records. describe an organic reaction: reactants, conditions, products, and yield Reactants: BrC=1C=C(C=NC1Cl)C(=O)O (5-bromo-6-chloro-3-pyridinecarboxylic acid), NCC(C(F)(F)F)(O)C (3-amino-1,1,1-trifluoro-2-methyl-propan-2-ol), OCC1CC1 (hydroxymethylcyclopropane), FC(OC1=CC=C(C=C1)B(O)O)(F)F (4-trifluoromethoxy-phenylboronic acid). Product: C1(CC1)COC1=NC=C(C(=O)NCC(C(F)(F)F)(C)O)C=C1C1=CC=C(C=C1)OC(F)(F)F ((RS)-6-cyclopropylmethoxy-N-(3,3,3-trifluoro-2-hydroxy-2-methyl-propyl)-5-(4-trifluoromethoxy-phenyl)-nicotinamide). RXN SMILES: Br[C:2]1[CH:3]=[C:4]([C:9]([OH:11])=O)[CH:5]=[N:6][C:7]=1Cl.[OH:12][CH2:13][CH:14]1[CH2:16][CH2:15]1.[F:17][C:18]([F:30])([F:29])[O:19][C:20]1[CH:25]=[CH:24][C:23](B(O)O)=[CH:22][CH:21]=1.[NH2:31][CH2:32][C:33]([CH3:39])([OH:38])[C:34]([F:37])([F:36])[F:35]>>[CH:14]1([CH2:13][O:12][C:7]2[C:2]([C:23]3[CH:24]=[CH:25][C:20]([O:19][C:18]([F:30])([F:29])[F:17])=[CH:21][CH:22]=3)=[CH:3][C:4]([C:9]([NH:31][CH2:32][C:33]([OH:38])([CH3:39])[C:34]([F:37])([F:36])[F:35])=[O:11])=[CH:5][N:6]=2)[CH2:16][CH2:15]1. Procedure details: The title compound was synthesized in analogy to Example 31, using 5-bromo-6-chloro-3-pyridinecarboxylic acid, hydroxymethylcyclopropane, 4-trifluoromethoxy-phenylboronic acid and 3-amino-1,1,1-trifluoro-2-methyl-propan-2-ol (CAN [354-68-7]) as starting materials to yield (RS)-6-cyclopropylmethoxy-N-(3,3,3-trifluoro-2-hydroxy-2-methyl-propyl)-5-(4-trifluoromethoxy-phenyl)-nicotinamide as light brown solid, MS (ISP) 479.0 (M+H)+. Starting materials: mixture, ClCC=CC (1-chloro-2-butene), ClC(C=C)C (3-chloro-1-butene), CC=1OC=CC1S (2-methyl-3-furan thiol), C[O-].[Na+] (sodium methylate), C[O-].[Na+] (sodium methylate). The solvent is CO (methanol), CO (methanol), CO (methanol). Conditions: temperature 33 celsius, time 10 minute. Yields the product C(C=CC)SC1=C(OC=C1)C ((2-BUTENYL)(2-METHYL-3-FURYL)SULFIDE). Reaction SMILES: C[O-].[Na+].[CH3:4][C:5]1[O:6][CH:7]=[CH:8][C:9]=1[SH:10].Cl[CH2:12][CH:13]=[CH:14][CH3:15].ClC(C)C=C>CO>[CH2:12]([S:10][C:9]1[CH:8]=[CH:7][O:6][C:5]=1[CH3:4])[CH:13]=[CH:14][CH3:15] |f:0.1|. Procedure details: Into a 50 ml round bottom 1 neck flask equipped with nitrogen inlet tube, "Y" tube, reflux condenser, magnetic stirrer, and cold water bath is placed a solution containing 0.54 g of sodium methylate (0.01 moles) in 6 ml of anhydrous methanol. 1.14 g (0.01 moles) of 2-methyl-3-furan thiol in 6 ml of anhydrous methanol is then added to the sodium methylate solution. The reaction mass is stirred for a period of 10 minutes, with cooling, maintaining the temperature thereof between 24° and 30° C. 0.9... Starting materials: CCOC(=O)c1c(C)nc(Br)n1C, O=c1cc(OCc2ccccc2)cc[nH]1. Product: CCOC(=O)c1c(C)nc(-n2ccc(OCc3ccccc3)cc2=O)n1C. RXN SMILES: [Br:16][c:17]1[n:18]([CH3:28])[c:19]([C:23](=[O:24])[O:25][CH2:26][CH3:27])[c:20]([CH3:22])[n:21]1.[CH2:1]([c:2]1[cH:3][cH:4][cH:5][cH:6][cH:7]1)[O:8][c:9]1[cH:10][c:11](=[O:15])[nH:12][cH:13][cH:14]1>>[CH2:1]([c:2]1[cH:3][cH:4][cH:5][cH:6][cH:7]1)[O:8][c:9]1[cH:10][c:11](=[O:15])[n:12](-[c:17]2[n:18]([CH3:28])[c:19]([C:23](=[O:24])[O:25][CH2:26][CH3:27])[c:20]([CH3:22])[n:21]2)[cH:13][cH:14]1.